Dataset: the Open Reaction Database (ORD), a public repository of structured organic reaction records. Task: describe an organic reaction: reactants, conditions, products, and yield Yields the product CCn1nc(C)cc1C(=O)Nc1ccc(C(=O)c2ccc3c(c2)NC(=O)C3)cc1. Reaction SMILES: [CH2:1]([CH3:2])[n:3]1[n:4][c:5]([CH3:11])[cH:6][c:7]1[C:8](=[O:9])[OH:10].[CH2:36]1[O:37][CH2:38][CH2:39][CH2:40]1.[Cl-:35].[NH2:16][c:17]1[cH:18][cH:19][c:20]([C:21](=[O:22])[c:23]2[cH:24][cH:25][c:26]3[c:30]([cH:31]2)[NH:29][C:28](=[O:32])[CH2:27]3)[cH:33][cH:34]1.[S:12]([Cl:13])([Cl:14])=[O:15]>>[CH2:1]([CH3:2])[n:3]1[n:4][c:5]([CH3:11])[cH:6][c:7]1[C:8](=[O:10])[NH:16][c:17]1[cH:18][cH:19][c:20]([C:21](=[O:22])[c:23]2[cH:24][cH:25][c:26]3[c:30]([cH:31]2)[NH:29][C:28](=[O:32])[CH2:27]3)[cH:33][cH:34]1. The reactants are CCn1nc(C)cc1C(=O)O, C1CCOC1, [Cl-], Nc1ccc(C(=O)c2ccc3c(c2)NC(=O)C3)cc1, O=S(Cl)Cl. Starting materials: CS(=O)(=O)[C@@H]1[C@@H](C(N1)=O)NC(C1=CC=CC=C1)(C1=CC=CC=C1)C1=CC=CC=C1 ((3R, 4R)-4-methylsulfonyl-3-tritylamino-2-azetidinone), [C-]#N.[K+] (potassium cyanide), C(C)(=O)OCC (ethyl acetate), ice water, C(C)(=O)OCC (ethyl acetate). Solvent: CN(C)C=O (DMF), O (water). Conditions: temperature 25 celsius, time 30 minute. Yields the product C(#N)C1[C@@H](C(N1)=O)NC(C1=CC=CC=C1)(C1=CC=CC=C1)C1=CC=CC=C1 ((3S, 4RS)-4-cyano-3-tritylamino-2-azetidinone). The yield is 77.2%. As a reaction SMILES: CS([C@H:5]1[NH:8][C:7](=[O:9])[C@H:6]1[NH:10][C:11]([C:24]1[CH:29]=[CH:28][CH:27]=[CH:26][CH:25]=1)([C:18]1[CH:23]=[CH:22][CH:21]=[CH:20][CH:19]=1)[C:12]1[CH:17]=[CH:16][CH:15]=[CH:14][CH:13]=1)(=O)=O.[C-:30]#[N:31].[K+].C(OCC)(=O)C>CN(C=O)C.O>[C:30]([CH:5]1[NH:8][C:7](=[O:9])[C@H:6]1[NH:10][C:11]([C:24]1[CH:29]=[CH:28][CH:27]=[CH:26][CH:25]=1)([C:18]1[CH:23]=[CH:22][CH:21]=[CH:20][CH:19]=1)[C:12]1[CH:17]=[CH:16][CH:15]=[CH:14][CH:13]=1)#[N:31] |f:1.2|. Reported procedure: To a solution of 12.3 g of (3R, 4R)-4-methylsulfonyl-3-tritylamino-2-azetidinone in 150 ml of DMF is added a solution of 1.6 g of potassium cyanide in 24 ml of water under ice-cooling and the mixture is stirred at room temperature (approx. 25° C.) for 30 minutes. To the reaction mixture are added ice water and ethyl acetate, and the ethyl acetate layer is taken, washed with water and dried over anhydrous magnesium sulfate. The solvent is then distilled off under reduced pressure and the residue ...